Dataset: the Open Reaction Database (ORD), a public repository of structured organic reaction records. Task: describe an organic reaction: reactants, conditions, products, and yield Starting materials: [OH-].[Na+] (NaOH), O (water), [H-].[H-].[H-].[H-].[Li+].[Al+3] (LiAlH4), O (Water), COC(C(C(C1=CC=C(C=C1)OCC1=NC2=CC=CC=C2C=C1)C1=CC=C(C=C1)OCC1=NC2=CC=CC=C2C=C1)(C)C)=O (2,2-dimethyl-3,3-bis(4-(2-quinolylmethoxy)phenyl)propionic acid methyl ester). The solvent is C1CCOC1 (THF). Conditions: time 3 hour. Yields the product CC(CO)(C(C1=CC=C(C=C1)OCC1=NC2=CC=CC=C2C=C1)C1=CC=C(C=C1)OCC1=NC2=CC=CC=C2C=C1)C (2,2-dimethyl-3,3-bis(4-(2-quinolylmethoxy)phenyl)-propan-1-ol). The yield is 79.9%. As a reaction SMILES: C[O:2][C:3](=O)[C:4]([CH3:43])([CH3:42])[CH:5]([C:24]1[CH:29]=[CH:28][C:27]([O:30][CH2:31][C:32]2[CH:41]=[CH:40][C:39]3[C:34](=[CH:35][CH:36]=[CH:37][CH:38]=3)[N:33]=2)=[CH:26][CH:25]=1)[C:6]1[CH:11]=[CH:10][C:9]([O:12][CH2:13][C:14]2[CH:23]=[CH:22][C:21]3[C:16](=[CH:17][CH:18]=[CH:19][CH:20]=3)[N:15]=2)=[CH:8][CH:7]=1.[H-].[H-].[H-].[H-].[Li+].[Al+3].O.[OH-].[Na+]>C1COCC1>[CH3:42][C:4]([CH3:43])([CH:5]([C:24]1[CH:29]=[CH:28][C:27]([O:30][CH2:31][C:32]2[CH:41]=[CH:40][C:39]3[C:34](=[CH:35][CH:36]=[CH:37][CH:38]=3)[N:33]=2)=[CH:26][CH:25]=1)[C:6]1[CH:11]=[CH:10][C:9]([O:12][CH2:13][C:14]2[CH:23]=[CH:22][C:21]3[C:16](=[CH:17][CH:18]=[CH:19][CH:20]=3)[N:15]=2)=[CH:8][CH:7]=1)[CH2:3][OH:2] |f:1.2.3.4.5.6,8.9|. Reported procedure: To a stirred solution in THF (50 mL) at ambient temperature of 2,2-dimethyl-3,3-bis(4-(2-quinolylmethoxy)phenyl)propionic acid methyl ester (1.33 g, 2.28 mmole), prepared as in Example 26, step 2, was added LiAlH4 (0.09 g, 2.5 mmol) in a single portion. The mixture was stirred 3 hours at ambient temperature. Water (0.1 mL) was added followed by aqueous 1N NaOH (0.1 ml) and water (0.5 mL). The mixture was then concentrated to dryness and partitioned between water and ethyl acetate. The organic la... Reactants: CN(C=1C=C(C(CS(=O)(=O)C)O)C=C(C1OC)N(C)C)C (3,5-bis(dimethylamino)-4-methoxy-α-[(methylsulfonyl)methyl]benzyl alcohol), C[O-].[Na+] (sodium methylate), N(C1=CC=CC=C1)CCC#N (β-anilinopropionitrile). Solvent: CS(=O)C (dimethylsulfoxide). Yields the product N(C1=CC=CC=C1)C=C(C#N)CC1=CC(=C(C(=C1)N(C)C)OC)N(C)C (α-(anilinomethylene)-3,5-bis(dimethylamino)-4-methoxyhydrocinnamonitrile). As a reaction SMILES: [CH3:1][N:2]([CH3:21])[C:3]1[CH:4]=[C:5]([CH:13]=[C:14]([N:18]([CH3:20])[CH3:19])[C:15]=1[O:16][CH3:17])[CH:6](O)CS(C)(=O)=O.C[O-].[Na+].[NH:25]([CH2:32][CH2:33][C:34]#[N:35])[C:26]1[CH:31]=[CH:30][CH:29]=[CH:28][CH:27]=1>CS(C)=O>[NH:25]([CH:32]=[C:33]([CH2:6][C:5]1[CH:13]=[C:14]([N:18]([CH3:19])[CH3:20])[C:15]([O:16][CH3:17])=[C:3]([N:2]([CH3:21])[CH3:1])[CH:4]=1)[C:34]#[N:35])[C:26]1[CH:31]=[CH:30][CH:29]=[CH:28][CH:27]=1 |f:1.2|. Reported procedure: A mixture of 9.76 g. of 3,5-bis(dimethylamino)-4-methoxy-α-[(methylsulfonyl)methyl]benzyl alcohol, 1.8 g. of sodium methylate and 4.8 g. of β-anilinopropionitrile in 20 ml. of dimethylsulfoxide was stirred with the exclusion of moisture for 5 hours at 50° C. The mixture was poured into 250 ml. of water, the precipitated oil extracted with ethyl acetate, the ethyl acetate solution dried over sodium sulfate and evaporated. By recrystallization of the residue from high-boiling petroleum ether, ther... Starting materials: C(=S)=S (carbon disulfide), Cl (hydrochloric acid), [OH-].[Na+] (sodium hydroxide), CNN (methyl hydrazine), ClC(C(=O)C1=NC=C(C=C1F)Cl)C (2-chloro-1-(5-chloro-3-fluoropyridin-2-yl)-propan-1-one). The solvent is CCCCCC.C(C)(=O)OCC (n-hexane ethyl acetate), C(C)O (ethanol), O (water). Run at time 1 hour. Yields the product ClC=1C=C(C(=NC1)C1=NN(C(SC1C)=S)C)F (5-(5-Chloro-3-fluoropyridin-2-yl)-3,6-dimethyl-3,6-dihydro-[1,3,4]-thiadiazine-2-thione). Reaction SMILES: [OH-].[Na+].[CH3:3][NH:4][NH2:5].Cl[CH:7]([CH3:18])[C:8]([C:10]1[C:15]([F:16])=[CH:14][C:13]([Cl:17])=[CH:12][N:11]=1)=O.Cl.[C:20](=[S:22])=[S:21]>O.CCCCCC.C(OCC)(=O)C.C(O)C>[Cl:17][C:13]1[CH:14]=[C:15]([F:16])[C:10]([C:8]2[CH:7]([CH3:18])[S:21][C:20](=[S:22])[N:4]([CH3:3])[N:5]=2)=[N:11][CH:12]=1 |f:0.1,7.8|. Procedure details: 19.1 ml of a 4N sodium hydroxide solution and 3.5 g of methyl hydrazine are introduced into 76 ml of ethanol. At an internal temperature of <5° C., 4.5 ml of carbon disulfide are added dropwise with stirring, and the mixture is then stirred for 30 minutes. 17.0 g of 2-chloro-1-(5-chloro-3-fluoropyridin-2-yl)-propan-1-one (Example P36) are subsequently added in the course of 15 minutes at an internal temperature of <5° C. The temperature is then allowed to rise to 22° C. and the mixture is subseq... Reactants: C1(CCCC1)NC1=NC(=NC(=C1C)C)NCC1=NC=CC=C1 (N4-cyclopentyl-5,6-dimethyl-N2-(pyridin-2-ylmethyl)pyrimidine-2,4-diamine), C1C(CC2=CC=CC=C12)N (2,3-dihydro-1H-inden-2-ylamine). The product is C1C(CC2=CC=CC=C12)NC1=NC(=NC(=C1C)C)NCC1=NC=CC=C1 (N4-(2,3-dihydro-1H-inden-2-yl)-5,6-dimethyl-N2-(pyridin-2-ylmethyl)pyrimidine-2,4-diamine). Reported procedure: The titled compound was synthesized according to the procedure described for preparation of N4-cyclopentyl-5,6-dimethyl-N2-(pyridin-2-ylmethyl)pyrimidine-2,4-diamine (Example 29) using 2,3-dihydro-1H-inden-2-ylamine instead of cyclopentanamine. The crude material was purified by column chromatography eluting with mixture of chloroform/ethanol/20% water solution of ammonia (200:10:1), and then the final product was washed with diethyl ether to afford the titled compound as a white solid. 1H NMR (... As a reaction SMILES: [CH:1]1([NH:6][C:7]2[C:12]([CH3:13])=[C:11]([CH3:14])[N:10]=[C:9]([NH:15][CH2:16][C:17]3[CH:22]=[CH:21][CH:20]=[CH:19][N:18]=3)[N:8]=2)[CH2:5][CH2:4][CH2:3][CH2:2]1.[CH2:23]1[C:31]2C(=CC=CC=2)[CH2:25][CH:24]1N>>[CH2:5]1[C:4]2[C:3](=[CH:31][CH:23]=[CH:24][CH:25]=2)[CH2:2][CH:1]1[NH:6][C:7]1[C:12]([CH3:13])=[C:11]([CH3:14])[N:10]=[C:9]([NH:15][CH2:16][C:17]2[CH:22]=[CH:21][CH:20]=[CH:19][N:18]=2)[N:8]=1. Reactants: O=C([O-])[O-], CCOC(C)=O, CS(C)=O, CC(C)S, COC(=O)c1c(Cl)nn(C)c1Cl, [K+], [K+]. Product: COC(=O)c1c(Cl)nn(C)c1SC(C)C. As a reaction SMILES: [C:13](=[O:14])([O-:15])[O-:16].[CH3:23][CH2:24][O:25][C:26](=[O:27])[CH3:28].[CH3:29][S:30]([CH3:31])=[O:32].[CH:19]([CH3:20])([CH3:21])[SH:22].[Cl:1][c:2]1[n:3][n:4]([CH3:12])[c:5]([Cl:11])[c:6]1[C:7](=[O:8])[O:9][CH3:10].[K+:17].[K+:18]>>[Cl:1][c:2]1[n:3][n:4]([CH3:12])[c:5]([S:22][CH:19]([CH3:20])[CH3:21])[c:6]1[C:7](=[O:8])[O:9][CH3:10]. Reactants: ice water, ClC1=C(C=C(C(=C1)F)N1C(N(C(=CC1=O)C(F)(F)F)C)=O)S (2-chloro-4-fluoro-5-[3-methyl-2,6-dioxo-4-(trifluoromethyl)-1,2,3,6-tetrahydropyrimidin-1-yl]phenyl mercaptan), ClC1=NC=CC(=N1)OC(C)C(=O)OC (2-chloro-4-[1-(methoxycarbonyl)ethoxy]pyrimidine), C([O-])([O-])=O.[K+].[K+] (potassium carbonate). Solvent: C(C)#N (acetonitrile). Run at time 30 minute. Yields the product ClC1=C(C=C(C(=C1)F)N1C(N(C(=CC1=O)C(F)(F)F)C)=O)SC1=NC=CC(=N1)OC(C(=O)OC)C (methyl 2-([2-{2-chloro-4-fluoro-5-[3-methyl-2,6-dioxo-4-(trifluoromethyl)-1,2,3,6-tetrahydropyrimidin-1-yl]phenylthio}pyrimidin-4-yl]oxy}propionate). Isolated yield 76.3%. As a reaction SMILES: [Cl:1][C:2]1[CH:7]=[C:6]([F:8])[C:5]([N:9]2[C:14](=[O:15])[CH:13]=[C:12]([C:16]([F:19])([F:18])[F:17])[N:11]([CH3:20])[C:10]2=[O:21])=[CH:4][C:3]=1[SH:22].C(=O)([O-])[O-].[K+].[K+].Cl[C:30]1[N:35]=[C:34]([O:36][CH:37]([C:39]([O:41][CH3:42])=[O:40])[CH3:38])[CH:33]=[CH:32][N:31]=1>C(#N)C>[Cl:1][C:2]1[CH:7]=[C:6]([F:8])[C:5]([N:9]2[C:14](=[O:15])[CH:13]=[C:12]([C:16]([F:17])([F:18])[F:19])[N:11]([CH3:20])[C:10]2=[O:21])=[CH:4][C:3]=1[S:22][C:30]1[N:35]=[C:34]([O:36][CH:37]([CH3:38])[C:39]([O:41][CH3:42])=[O:40])[CH:33]=[CH:32][N:31]=1 |f:1.2.3|. Procedure: 0.40 g of 2-chloro-4-fluoro-5-[3-methyl-2,6-dioxo-4-(trifluoromethyl)-1,2,3,6-tetrahydropyrimidin-1-yl]phenyl mercaptan was dissolved in 6 ml of acetonitrile, to this solution was added 0.31 g of potassium carbonate, and the mixture was stirred for 30 minutes, then, 0.29 g of 2-chloro-4-[1-(methoxycarbonyl)ethoxy]pyrimidine was added and the mixture was stirred for 3 hours. This reaction solution was poured into ice water, and extracted with ethyl acetate. The organic layer was washed with satur... The reactants are solution, Cl (hydrochloric acid), FC=1C=C(C[C@@H]([C@@H](CNC2(CC2)C2=CC(=CC=C2)C(F)(F)F)O)NC(=O)C=2C=3CCN(C(C3C=C(C2)N(S(=O)(=O)C)C)=O)C(CCC)CCC)C=C(C1)F (N-[(1S,2R)-1-(3,5-difluorobenzyl)-2-hydroxy-3-({1-[3-(trifluoromethyl)phenyl]cyclopropyl}amino)propyl]-7-[methyl(methylsulfonyl)amino]-1-oxo-2-(1-propylbutyl)-1,2,3,4-tetrahydroisoquinoline-5-carboxamide). Run in C(C)OCC (ethyl ether), C(C)OCC (ethyl ether). Conditions: temperature 20 celsius. Yields the product Cl.FC=1C=C(C[C@@H]([C@@H](CNC2(CC2)C2=CC(=CC=C2)C(F)(F)F)O)NC(=O)C=2C=3CCN(C(C3C=C(C2)N(S(=O)(=O)C)C)=O)C(CCC)CCC)C=C(C1)F (N-[(1S,2R)-1-(3,5-difluorobenzyl)-2-hydroxy-3-({1-[3-(trifluoromethyl)phenyl]cyclopropyl}amino)propyl]-7-[methyl(methylsulfonyl)amino]-1-oxo-2-(1-propylbutyl)-1,2,3,4-tetrahydroisoquinoline-5-carboxamide hydrochloride). As a reaction SMILES: [F:1][C:2]1[CH:3]=[C:4]([CH:51]=[C:52]([F:54])[CH:53]=1)[CH2:5][C@H:6]([NH:24][C:25]([C:27]1[C:28]2[CH2:29][CH2:30][N:31]([CH:44]([CH2:48][CH2:49][CH3:50])[CH2:45][CH2:46][CH3:47])[C:32](=[O:43])[C:33]=2[CH:34]=[C:35]([N:37]([CH3:42])[S:38]([CH3:41])(=[O:40])=[O:39])[CH:36]=1)=[O:26])[C@H:7]([OH:23])[CH2:8][NH:9][C:10]1([C:13]2[CH:18]=[CH:17][CH:16]=[C:15]([C:19]([F:22])([F:21])[F:20])[CH:14]=2)[CH2:12][CH2:11]1.[ClH:55]>C(OCC)C>[ClH:55].[F:1][C:2]1[CH:3]=[C:4]([CH:51]=[C:52]([F:54])[CH:53]=1)[CH2:5][C@H:6]([NH:24][C:25]([C:27]1[C:28]2[CH2:29][CH2:30][N:31]([CH:44]([CH2:48][CH2:49][CH3:50])[CH2:45][CH2:46][CH3:47])[C:32](=[O:43])[C:33]=2[CH:34]=[C:35]([N:37]([CH3:42])[S:38]([CH3:41])(=[O:39])=[O:40])[CH:36]=1)=[O:26])[C@H:7]([OH:23])[CH2:8][NH:9][C:10]1([C:13]2[CH:18]=[CH:17][CH:16]=[C:15]([C:19]([F:22])([F:20])[F:21])[CH:14]=2)[CH2:12][CH2:11]1 |f:3.4|. Reported procedure: 330 mg of N-[(1S,2R)-1-(3,5-difluorobenzyl)-2-hydroxy-3-({1-[3-(trifluoromethyl)phenyl]cyclopropyl}amino)propyl]-7-[methyl(methylsulfonyl)amino]-1-oxo-2-(1-propylbutyl)-1,2,3,4-tetrahydroisoquinoline-5-carboxamide are dissolved in 10 cm3 of ethyl ether at a temperature close to 20° C. 1 cm3 of a 2M solution of hydrochloric acid in ethyl ether is added, while stirring under argon, at a temperature of 20° C. The reaction mixture precipitates. The solid is filtered, washed with 5 cm3 of ethyl ether... The reactants are C=O (formaline), P(OC)(OC)[O-] (dimethyl phosphite), Cl (hydrochloric acid), [OH-].[Na+] (sodium hydroxide), NCC(=O)O (glycine). The solvent is O (water). Conditions: time 10 minute. The product is C(=O)(O)CNCP(OC)(OC)=O (dimethyl N-carboxymethyl-aminomethyl-phosphonate). RXN SMILES: [CH2:1]=O.[OH-].[Na+].[NH2:5][CH2:6][C:7]([OH:9])=[O:8].[P:10]([O-:15])([O:13][CH3:14])[O:11][CH3:12].Cl>O>[C:7]([CH2:6][NH:5][CH2:1][P:10](=[O:15])([O:13][CH3:14])[O:11][CH3:12])([OH:9])=[O:8] |f:1.2|. Procedure details: 8.6 g. of 37% formaline (= 0.1 moles of formaldehyde) are added to a stirred solution of 4.0 g. (0.1 moles) of sodium hydroxide and 7.5 g. (0.1 moles) of glycine in 40 ml. of water at 0° to 5° C. After 10 minutes of stirring 11 g. (0.1 moles) of dimethyl phosphite are added, and stirring is continued for 2 hours at 90° to 100° C. The reaction mixture is cooled, acidified with hydrochloric acid, and extracted to obtain dimethyl N-carboxymethyl-aminomethyl-phosphonate. The hygroscopic product melt... Starting materials: O=Cc1cc(N2C(=O)C3=C(CCCC3)C2=O)ccc1Cl, CCOP(=O)(OCC)C(Cl)(Cl)Cl, [Li]CCCC. The product is CCOP(=O)(OCC)C(Cl)=Cc1cc(N2C(=O)C3=C(CCCC3)C2=O)ccc1Cl. RXN SMILES: [Cl:18][c:19]1[c:20]([CH:21]=[O:22])[cH:23][c:24]([N:27]2[C:28](=[O:37])[C:29]3=[C:34]([CH2:33][CH2:32][CH2:31][CH2:30]3)[C:35]2=[O:36])[cH:25][cH:26]1.[Cl:1][C:2]([P:3]([O:4][CH2:5][CH3:6])(=[O:7])[O:8][CH2:9][CH3:10])([Cl:11])[Cl:12].[Li:13][CH2:14][CH2:15][CH2:16][CH3:17]>>[C:2]([P:3]([O:4][CH2:5][CH3:6])(=[O:7])[O:8][CH2:9][CH3:10])([Cl:12])=[CH:21][c:20]1[c:19]([Cl:18])[cH:26][cH:25][c:24]([N:27]2[C:28](=[O:37])[C:29]3=[C:34]([CH2:33][CH2:32][CH2:31][CH2:30]3)[C:35]2=[O:36])[cH:23]1.